This data is from the Open Reaction Database (ORD), a public repository of structured organic reaction records. The task is: describe an organic reaction: reactants, conditions, products, and yield Reactants: S1C(NCC1)=S (thiazolidine-2-thione), BrCCCCl (1-bromo-3-chloro propane). The solvent is C(C)#N (acetonitrile). Reaction SMILES: [S:1]1[CH2:5][CH2:4][NH:3][C:2]1=[S:6].[Br:7][CH2:8][CH2:9][CH2:10]Cl>C(#N)C>[Br-:7].[S:1]1[C:2]2[S:6][CH2:8][CH2:9][CH2:10][N+:3]=2[CH2:4][CH2:5]1 |f:3.4|. Reported procedure: A mixture of 12 g. of thiazolidine-2-thione, and 16 g. of 1-bromo-3-chloro propane in 100 ml. of acetonitrile is refluxed for 12 hours, cooled and the product removed by filtration. Recrystallization from ethanol gives 2,3,5,6-tetrahydrothiazolo[2,3-b]-(1,3)-thiazinium bromide. Yields the product [Br-].S1CC[N+]2=C1SCCC2 (2,3,5,6-tetrahydrothiazolo[2,3-b]-(1,3)-thiazinium bromide). Starting materials: COC(CC1=CC(=CC=C1)NC(=O)C=1OC(=CC1)Br)=O ({3-[(5-Bromo-furan-2-carbonyl)-amino]-phenyl}-acetic acid methyl ester), ClC1=CC=C(C=C1)B(O)O (4-chloro-phenylboronic acid). Product: COC(CC1=CC(=CC=C1)NC(=O)C=1OC(=CC1)C1=CC=C(C=C1)Cl)=O ((3-{[5-(4-Chloro-phenyl)-furan-2-carbonyl]-amino}-phenyl)-acetic acid methyl ester). RXN SMILES: [CH3:1][O:2][C:3](=[O:20])[CH2:4][C:5]1[CH:10]=[CH:9][CH:8]=[C:7]([NH:11][C:12]([C:14]2[O:15][C:16](Br)=[CH:17][CH:18]=2)=[O:13])[CH:6]=1.[Cl:21][C:22]1[CH:27]=[CH:26][C:25](B(O)O)=[CH:24][CH:23]=1>>[CH3:1][O:2][C:3](=[O:20])[CH2:4][C:5]1[CH:10]=[CH:9][CH:8]=[C:7]([NH:11][C:12]([C:14]2[O:15][C:16]([C:25]3[CH:26]=[CH:27][C:22]([Cl:21])=[CH:23][CH:24]=3)=[CH:17][CH:18]=2)=[O:13])[CH:6]=1. Procedure details: Methyl ester (16) (100 mg, 0.30 mmol) was coupled to 4-chloro-phenylboronic acid (51 mg, 0.33 mmol) using Method E. The crude compound was purified by column chromatography, eluting in 17% EtOAc in heptane to give the title compound. The reactants are C1COCCN1, ClCCl, CC(C)(C)NC(=O)c1sc2nc(-c3ccccc3)nc(-c3cccc(NC(=O)Oc4ccc([N+](=O)[O-])cc4)c3)c2c1N. Product: CC(C)(C)NC(=O)c1sc2nc(-c3ccccc3)nc(-c3cccc(NC(=O)N4CCOCC4)c3)c2c1N. As a reaction SMILES: [CH2:1]1[CH2:2][O:3][CH2:4][CH2:5][NH:6]1.[Cl:49][CH2:50][Cl:51].[NH2:7][c:8]1[c:9]([C:42](=[O:43])[NH:44][C:45]([CH3:46])([CH3:47])[CH3:48])[s:10][c:11]2[n:12][c:13](-[c:36]3[cH:37][cH:38][cH:39][cH:40][cH:41]3)[n:14][c:15](-[c:17]3[cH:18][c:19]([NH:23][C:24](=[O:25])[O:26][c:27]4[cH:28][cH:29][c:30]([N+:31]([O-:32])=[O:33])[cH:34][cH:35]4)[cH:20][cH:21][cH:22]3)[c:16]12>>[CH2:1]1[CH2:2][O:3][CH2:4][CH2:5][N:6]1[C:24]([NH:23][c:19]1[cH:18][c:17](-[c:15]2[n:14][c:13](-[c:36]3[cH:37][cH:38][cH:39][cH:40][cH:41]3)[n:12][c:11]3[s:10][c:9]([C:42](=[O:43])[NH:44][C:45]([CH3:46])([CH3:47])[CH3:48])[c:8]([NH2:7])[c:16]32)[cH:22][cH:21][cH:20]1)=[O:25]. Reactants: ClCCl, COC(=O)Nc1cccc(C)c1CO, O=S(Cl)Cl. Yields the product COC(=O)Nc1cccc(C)c1CCl. RXN SMILES: [CH2:19]([Cl:20])[Cl:21].[CH3:1][c:2]1[c:3]([CH2:4][OH:5])[c:6]([NH:10][C:11](=[O:12])[O:13][CH3:14])[cH:7][cH:8][cH:9]1.[S:15]([Cl:16])([Cl:17])=[O:18]>>[CH3:1][c:2]1[c:3]([CH2:4][Cl:17])[c:6]([NH:10][C:11](=[O:12])[O:13][CH3:14])[cH:7][cH:8][cH:9]1. The reactants are BrC1=NC(=CC=C1)C1=CN=C(S1)C=1C=NC=CC1 (2-bromo-6-(2-pyridin-3-yl-thiazol-5-yl)-pyridine), NC1=NC=CC(=C1)C (2-amino-4-methylpyridine), C=1C=CC(=CC1)P(C=2C=CC=CC2)C3=CC=C4C=CC=CC4=C3C5=C6C=CC=CC6=CC=C5P(C=7C=CC=CC7)C=8C=CC=CC8 (BINAP), C(=O)([O-])[O-].[Cs+].[Cs+] (Cs2CO3). Reagents/catalysts: CC(=O)[O-].CC(=O)[O-].[Pd+2] (Pd(OAc)2). The solvent is O (water). Run at temperature 110 celsius, time 48 hour. Yields the product CC1=CC(=NC=C1)NC1=NC(=CC=C1)C1=CN=C(S1)C=1C=NC=CC1 ((4-Methyl-pyridin-2-yl)-[6-(2-pyridin-3-yl-thiazol-5-yl)-pyridin-2-yl]-amine). Reaction SMILES: Br[C:2]1[CH:7]=[CH:6][CH:5]=[C:4]([C:8]2[S:12][C:11]([C:13]3[CH:14]=[N:15][CH:16]=[CH:17][CH:18]=3)=[N:10][CH:9]=2)[N:3]=1.[NH2:19][C:20]1[CH:25]=[C:24]([CH3:26])[CH:23]=[CH:22][N:21]=1.C1C=CC(P(C2C(C3C(P(C4C=CC=CC=4)C4C=CC=CC=4)=CC=C4C=3C=CC=C4)=C3C(C=CC=C3)=CC=2)C2C=CC=CC=2)=CC=1.C([O-])([O-])=O.[Cs+].[Cs+]>CC([O-])=O.CC([O-])=O.[Pd+2].O>[CH3:26][C:24]1[CH:23]=[CH:22][N:21]=[C:20]([NH:19][C:2]2[CH:7]=[CH:6][CH:5]=[C:4]([C:8]3[S:12][C:11]([C:13]4[CH:14]=[N:15][CH:16]=[CH:17][CH:18]=4)=[N:10][CH:9]=3)[N:3]=2)[CH:25]=1 |f:3.4.5,6.7.8|. Procedure: A sealed tube was charged with 2-bromo-6-(2-pyridin-3-yl-thiazol-5-yl)-pyridine (125 mg, 0.392 mmol), 2-amino-4-methylpyridine (51 mg, 0.471 mmol), Pd(OAc)2 (1.8 mg, 8.01 μmol), BINAP (7.4 mg, 11.9 μmol), Cs2CO3 (255 mg, 0.782 mmol), and anhydrous and degassed toluene (2 ml) and heated to 110° C. with stirring for 48 h. The cooled reaction mixture was treated with water and extracted with ethyl acetate. The combined organic layers were washed with brine, dried over MgSO4, filtered and evaporated... The reactants are CO, CON(C)C(=O)c1cccc(-c2nc3sccn3c2-c2ccnc(NC3CCCN(S(=O)(=O)c4ccc(Cl)cc4)C3)n2)c1, [Li+], C1CCOC1, [OH-], O. RXN SMILES: [CH3:46][OH:47].[Cl:1][c:2]1[cH:3][cH:4][c:5]([S:8](=[O:9])(=[O:10])[N:11]2[CH2:12][CH:13]([NH:17][c:18]3[n:19][cH:20][cH:21][c:22](-[c:24]4[c:25](-[c:32]5[cH:33][c:34]([C:35](=[O:36])[N:37]([O:38][CH3:39])[CH3:40])[cH:41][cH:42][cH:43]5)[n:26][c:27]5[s:28][cH:29][cH:30][n:31]45)[n:23]3)[CH2:14][CH2:15][CH2:16]2)[cH:6][cH:7]1.[Li+:44].[O:48]1[CH2:49][CH2:50][CH2:51][CH2:52]1.[OH-:45].[OH2:53]>>[Cl:1][c:2]1[cH:3][cH:4][c:5]([S:8](=[O:9])(=[O:10])[N:11]2[CH2:12][CH:13]([NH:17][c:18]3[n:19][cH:20][cH:21][c:22](-[c:24]4[c:25](-[c:32]5[cH:33][c:34]([C:35]([OH:36])=[O:45])[cH:41][cH:42][cH:43]5)[n:26][c:27]5[s:28][cH:29][cH:30][n:31]45)[n:23]3)[CH2:14][CH2:15][CH2:16]2)[cH:6][cH:7]1. Yields the product O=C(O)c1cccc(-c2nc3sccn3c2-c2ccnc(NC3CCCN(S(=O)(=O)c4ccc(Cl)cc4)C3)n2)c1.